This data is from the Open Reaction Database (ORD), a public repository of structured organic reaction records. The task is: describe an organic reaction: reactants, conditions, products, and yield Starting materials: CC(CCCCCCCCCCCCCCOCC(CO)O)C (1-(15-methylhexadecyloxy)-2,3-propanediol), C(C1=CC=CC=C1)(C1=CC=CC=C1)(C1=CC=CC=C1)Cl (trityl chloride). Run in N1=CC=CC=C1 (pyridine). Conditions: time 2 day. The product is C(C1=CC=CC=C1)(C1=CC=CC=C1)(C1=CC=CC=C1)OCC(COCCCCCCCCCCCCCCC(C)C)O (1-(trityloxy)-3-(15-methylhexadecyloxy)-2-propanol). The yield is 66.3%. Reaction SMILES: [CH3:1][CH:2]([CH3:23])[CH2:3][CH2:4][CH2:5][CH2:6][CH2:7][CH2:8][CH2:9][CH2:10][CH2:11][CH2:12][CH2:13][CH2:14][CH2:15][CH2:16][O:17][CH2:18][CH:19]([OH:22])[CH2:20][OH:21].[C:24](Cl)([C:37]1[CH:42]=[CH:41][CH:40]=[CH:39][CH:38]=1)([C:31]1[CH:36]=[CH:35][CH:34]=[CH:33][CH:32]=1)[C:25]1[CH:30]=[CH:29][CH:28]=[CH:27][CH:26]=1>N1C=CC=CC=1>[C:24]([O:21][CH2:20][CH:19]([OH:22])[CH2:18][O:17][CH2:16][CH2:15][CH2:14][CH2:13][CH2:12][CH2:11][CH2:10][CH2:9][CH2:8][CH2:7][CH2:6][CH2:5][CH2:4][CH2:3][CH:2]([CH3:23])[CH3:1])([C:25]1[CH:30]=[CH:29][CH:28]=[CH:27][CH:26]=1)([C:37]1[CH:38]=[CH:39][CH:40]=[CH:41][CH:42]=1)[C:31]1[CH:32]=[CH:33][CH:34]=[CH:35][CH:36]=1. Reported procedure: A mixture of 2.0 g (6.06 mmole) of 1-(15-methylhexadecyloxy)-2,3-propanediol, 2.54 g (9.09 mmole) of trityl chloride and 20 ml of pyridine was stirred at room temperature for 2 days, and then pyridine was distilled off. To the residue was added 50 ml of ethyl acetate and the ethyl acetate solution was washed with 1N hydrochloric acid, water and saturated sodium bicarbonate solution, in order, and dried over anhydrous magnesium sulfate. The desiccating agent was filtered off and the filtrate was ... Reactants: C(C)(C)(C)OC(=O)N(CCC1CCN(CC1)C(=O)OCC1=CC(=CC(=C1)Cl)Cl)C (3,5-Dichlorobenzyl 4-(2-((tert-butoxycarbonyl)(methyl)amino)ethyl)piperidine-1-carboxylate), FC(C(=O)O)(F)F (trifluoroacetic acid). Run in C(Cl)Cl (DCM). Reaction conditions: time 1 hour. Yields the product CNCCC1CCN(CC1)C(=O)OCC1=CC(=CC(=C1)Cl)Cl (3,5-Dichlorobenzyl 4-(2-(methylamino)ethyl)piperidine-1-carboxylate). RXN SMILES: C(O[C:6]([N:8](C)[CH2:9][CH2:10][CH:11]1[CH2:16][CH2:15][N:14]([C:17]([O:19][CH2:20][C:21]2[CH:26]=[C:25]([Cl:27])[CH:24]=[C:23]([Cl:28])[CH:22]=2)=[O:18])[CH2:13][CH2:12]1)=O)(C)(C)C.FC(F)(F)C(O)=O>C(Cl)Cl>[CH3:6][NH:8][CH2:9][CH2:10][CH:11]1[CH2:12][CH2:13][N:14]([C:17]([O:19][CH2:20][C:21]2[CH:22]=[C:23]([Cl:28])[CH:24]=[C:25]([Cl:27])[CH:26]=2)=[O:18])[CH2:15][CH2:16]1. Reported procedure: To a solution of 3,5-dichlorobenzyl 4-(2-((tert-butoxycarbonyl)(methyl)amino)ethyl)piperidine-1-carboxylate (step 2) (2.73 g, 6.13 mmol) in DCM (20 mL) was added trifluoroacetic acid (19 ml, 247 mmol). The reaction mixture was stirred at room temperature for 1 hour. The mixture was concentrated under pressure and the residue was suspended in sat. sodium bicarbonate solution (100 ml). The resultant mixture was extracted with EtOAc (2×100 ml). The organic portion was dried using MgSO4, filtered an... Reactants: BrBr (bromine), C1(=CC=CC=C1)C(CC(CC(C(=O)OCC)=O)=O)=O (ethyl 6-phenyl-2,4,6-trioxohexanoate). The solvent is C(Cl)(Cl)Cl (chloroform), C(Cl)(Cl)Cl (chloroform). Conditions: time 3 hour. Product: BrC1=C(OC(=CC1=O)C1=CC=CC=C1)C(=O)OCC (ethyl 3-bromo-4-oxo-6-phenyl-4H-pyran-2-carboxylate). RXN SMILES: [Br:1]Br.[C:3]1([C:9](=[O:21])[CH2:10][C:11](=[O:20])[CH2:12][C:13](=O)[C:14]([O:16][CH2:17][CH3:18])=[O:15])[CH:8]=[CH:7][CH:6]=[CH:5][CH:4]=1>C(Cl)(Cl)Cl>[Br:1][C:12]1[C:11](=[O:20])[CH:10]=[C:9]([C:3]2[CH:4]=[CH:5][CH:6]=[CH:7][CH:8]=2)[O:21][C:13]=1[C:14]([O:16][CH2:17][CH3:18])=[O:15]. Procedure details: A solution of bromine (10.25 ml, 0.198 mol) in chloroform (50 ml) was added dropwise over 30 minutes to a stirred solution of ethyl 6-phenyl-2,4,6-trioxohexanoate (52.0 g) in chloroform (400 ml) at -10° to -20° C. The pale solution was stirred for a further 3 hours without cooling, washed with water and evaporated. The residual solid was recrystallised from ethanol-water to give ethyl 3-bromo-4-oxo-6-phenyl-4H-pyran-2-carboxylate (mp 135° C.). This ester was hydrolysed as in Example 33 to give t... Reactants: [O-]P(OCc1ccccc1)OCc1ccccc1, CC#N, O=C([O-])Cc1ccccc1CC(=O)OI. Yields the product O=[PH](OCc1ccccc1)OCc1ccccc1. As a reaction SMILES: [CH2:1]([c:2]1[cH:3][cH:4][cH:5][cH:6][cH:7]1)[O:8][P:9]([O:10][CH2:11][c:12]1[cH:13][cH:14][cH:15][cH:16][cH:17]1)[O-:18].[CH3:34][C:35]#[N:36].[I:19][O:20][C:21](=[O:22])[CH2:23][c:24]1[c:25]([CH2:26][C:27]([O-:28])=[O:29])[cH:30][cH:31][cH:32][cH:33]1>>[CH2:1]([c:2]1[cH:3][cH:4][cH:5][cH:6][cH:7]1)[O:8][PH:9]([O:10][CH2:11][c:12]1[cH:13][cH:14][cH:15][cH:16][cH:17]1)=[O:18]. Starting materials: COCCOC, CCOC(C)=O, CC[O-], CC(=O)O, CCO, CCCCCC, N#CCc1cc(Cl)cc(Cl)c1, [Na+], O. Product: CC(=O)C(C#N)c1cc(Cl)cc(Cl)c1. RXN SMILES: [CH2:29]([CH2:30][O:31][CH3:32])[O:33][CH3:34].[CH3:16][CH2:17][O:18][C:19](=[O:20])[CH3:21].[CH3:1][CH2:2][O-:3].[CH3:22][C:23](=[O:24])[OH:25].[CH3:26][CH2:27][OH:28].[CH3:35][CH2:36][CH2:37][CH2:38][CH2:39][CH3:40].[Cl:5][c:6]1[cH:7][c:8]([CH2:13][C:14]#[N:15])[cH:9][c:10]([Cl:12])[cH:11]1.[Na+:4].[OH2:41]>>[CH3:1][C:2](=[O:3])[CH:13]([c:8]1[cH:7][c:6]([Cl:5])[cH:11][c:10]([Cl:12])[cH:9]1)[C:14]#[N:15]. Starting materials: C#CCO, C1CCNC1, [Cl-], Cc1c(C(=O)NN2CCCCC2)nn(-c2ccc(Cl)cc2Cl)c1-c1ccc(Br)cc1, [NH4+], [Pd], c1ccc(P(c2ccccc2)c2ccccc2)cc1, c1ccc(P(c2ccccc2)c2ccccc2)cc1, c1ccc(P(c2ccccc2)c2ccccc2)cc1, c1ccc(P(c2ccccc2)c2ccccc2)cc1. Product: Cc1c(C(=O)NN2CCCCC2)nn(-c2ccc(Cl)cc2Cl)c1-c1ccc(C#CCO)cc1. As a reaction SMILES: [CH2:31]([C:32]#[CH:33])[OH:34].[CH2:37]1[CH2:38][NH:39][CH2:40][CH2:41]1.[Cl-:35].[N:1]1([NH:7][C:8](=[O:9])[c:10]2[n:11][n:12](-[c:23]3[c:24]([Cl:30])[cH:25][c:26]([Cl:29])[cH:27][cH:28]3)[c:13](-[c:16]3[cH:17][cH:18][c:19]([Br:22])[cH:20][cH:21]3)[c:14]2[CH3:15])[CH2:2][CH2:3][CH2:4][CH2:5][CH2:6]1.[NH4+:36].[Pd:42].[c:100]1([P:101]([c:102]2[cH:103][cH:104][cH:105][cH:106][cH:107]2)[c:108]2[cH:109][cH:110][cH:111][cH:112][cH:113]2)[cH:114][cH:115][cH:116][cH:117][cH:118]1.[c:43]1([P:44]([c:45]2[cH:46][cH:47][cH:48][cH:49][cH:50]2)[c:51]2[cH:52][cH:53][cH:54][cH:55][cH:56]2)[cH:57][cH:58][cH:59][cH:60][cH:61]1.[c:62]1([P:63]([c:64]2[cH:65][cH:66][cH:67][cH:68][cH:69]2)[c:70]2[cH:71][cH:72][cH:73][cH:74][cH:75]2)[cH:76][cH:77][cH:78][cH:79][cH:80]1.[c:81]1([P:82]([c:83]2[cH:84][cH:85][cH:86][cH:87][cH:88]2)[c:89]2[cH:90][cH:91][cH:92][cH:93][cH:94]2)[cH:95][cH:96][cH:97][cH:98][cH:99]1>>[N:1]1([NH:7][C:8](=[O:9])[c:10]2[n:11][n:12](-[c:23]3[c:24]([Cl:30])[cH:25][c:26]([Cl:29])[cH:27][cH:28]3)[c:13](-[c:16]3[cH:17][cH:18][c:19]([C:33]#[C:32][CH2:31][OH:34])[cH:20][cH:21]3)[c:14]2[CH3:15])[CH2:2][CH2:3][CH2:4][CH2:5][CH2:6]1. Reactants: CI (Methyl iodide), resultant solution, C(C)(C)[N-]C(C)C.[Li+] (lithium diisopropylamide), C1(=CC=CC=C1)S(=O)(=O)N1C=CC=2C(=NC=CC21)Br (1-benzenesulfonyl-4-bromo-1H-pyrrolo[3,2-c]pyridine). Solvent: C1CCOC1 (THF). Reaction conditions: temperature -35 celsius, time 30 minute. Product: C1(=CC=CC=C1)S(=O)(=O)N1C(=CC=2C(=NC=CC21)Br)C (1-Benzenesulfonyl-4-bromo-2-methyl-1H-pyrrolo[3,2-c]pyridine). The yield is 96.4%. As a reaction SMILES: [C:1]1([S:7]([N:10]2[C:18]3[CH:17]=[CH:16][N:15]=[C:14]([Br:19])[C:13]=3[CH:12]=[CH:11]2)(=[O:9])=[O:8])[CH:6]=[CH:5][CH:4]=[CH:3][CH:2]=1.[CH:20]([N-]C(C)C)(C)C.[Li+].CI>C1COCC1>[C:1]1([S:7]([N:10]2[C:18]3[CH:17]=[CH:16][N:15]=[C:14]([Br:19])[C:13]=3[CH:12]=[C:11]2[CH3:20])(=[O:9])=[O:8])[CH:2]=[CH:3][CH:4]=[CH:5][CH:6]=1 |f:1.2|. Procedure details: A 50 mL round-bottomed flask, under nitrogen, fitted with a thermometer probe and a condenser/inert gas bubbler (via a Claisen head) was charged with a solution of 1-benzenesulfonyl-4-bromo-1H-pyrrolo[3,2-c]pyridine (0.43 g, 1.27 mmol) in anhydrous THF (8 mL). To the resultant solution, at −35° C., was added dropwise a solution of lithium diisopropylamide (2.0M in heptane/THF/ethyl benzene, 1.27 mL, 2.54 mmol) and the mixture was stirred at −35° C. for 30 min. Methyl iodide (0.48 mL, 7.63 mmol) ...